This data is from the Open Reaction Database (ORD), a public repository of structured organic reaction records. The task is: describe an organic reaction: reactants, conditions, products, and yield The reactants are CN1C(=C(C=C1C(=O)OC)COC1=CC(=CC=C1)C)C(=O)OC (dimethyl 1-methyl-3-[(m-methylphenoxy)methyl]pyrrole-2,5-dicarboxylate), [OH-].[Na+] (sodium hydroxide). The solvent is O (water), CO (methanol), O (water). Conditions: temperature 75 celsius, time 1 hour. The product is CN1C(=C(C=C1C(=O)O)COC1=CC(=CC=C1)C)C(=O)O (1-methyl-3-[(m-methylphenoxy)methyl]-pyrrole-2,5-dicarboxylic acid). Yield: 92.6%. RXN SMILES: [CH3:1][N:2]1[C:6]([C:7]([O:9]C)=[O:8])=[CH:5][C:4]([CH2:11][O:12][C:13]2[CH:18]=[CH:17][CH:16]=[C:15]([CH3:19])[CH:14]=2)=[C:3]1[C:20]([O:22]C)=[O:21].[OH-].[Na+]>CO.O>[CH3:1][N:2]1[C:6]([C:7]([OH:9])=[O:8])=[CH:5][C:4]([CH2:11][O:12][C:13]2[CH:18]=[CH:17][CH:16]=[C:15]([CH3:19])[CH:14]=2)=[C:3]1[C:20]([OH:22])=[O:21] |f:1.2|. Reported procedure: To a stirred suspension of dimethyl 1-methyl-3-[(m-methylphenoxy)methyl]pyrrole-2,5-dicarboxylate (0.32 g, 0.001 m) in a mixture of methanol (10 ml) and water (6 ml), ice cooling, was added under a nitrogen atmosphere 2.5 N sodium hydroxide solution (1.2 ml). The mixture was allowed to come to room temperature, and then set in an oil-bath at 50° C., the temperature of the bath raised to 75° C., and kept at this temperature for ca. one hour. After stirring overnight at ambient temperature, water ... Procedure: A solution of 10 g of 5,6-O-isopropylidene- 1,2'3,6'-tetrakis-N-(trifluoroacetyl)neamine (3) in 330 ml of benzene and 220 ml of nitromethane is heated to boiling and 110 ml of distillate collected. 2,3,5-Tri-O-acetyl-β-D-ribofuranosyl bromide is prepared from 16.5 g of 1,2,3,5-tetra-O-acetyl-β-D-ribofuranose, as described above. The bromide is dissolved in 30 ml of nitromethane. One third of this solution and 7 g of mercuric cyanide is added to the original reaction mixture. The mixture is heate... Solvent: C(C)(=O)OCC (ethyl acetate), C1=CC=CC=C1 (benzene), [N+](=O)([O-])C (nitromethane), [N+](=O)([O-])C (nitromethane). Reactants: mercuric cyanide, C(C)(=O)O[C@H]1[C@H](OC(C)=O)[C@H](OC(C)=O)[C@H](O1)COC(C)=O (1,2,3,5-tetra-O-acetyl-β-D-ribofuranose), mercuric cyanide, 5,6-O-isopropylidene 1,2'3,6'-tetrakis-N-(trifluoroacetyl)neamine, [Br-] (bromide), [Br-] (bromide). As a reaction SMILES: C(O[C@@H:5]1[O:17][C@H:16]([CH2:18][O:19][C:20](=[O:22])[CH3:21])[C@@H:11]([O:12][C:13](=[O:15])[CH3:14])[C@H:6]1[O:7][C:8](=[O:10])[CH3:9])(=O)C.[Br-:23]>C1C=CC=CC=1.[N+](C)([O-])=O.C(OCC)(=O)C>[C:8]([O:7][C@@H:6]1[C@H:11]([O:12][C:13](=[O:15])[CH3:14])[C@@H:16]([CH2:18][O:19][C:20](=[O:22])[CH3:21])[O:17][C@H:5]1[Br:23])(=[O:10])[CH3:9]. Product: C(C)(=O)O[C@H]1[C@@H](O[C@@H]([C@H]1OC(C)=O)COC(C)=O)Br (2,3,5-Tri-O-acetyl-β-D-ribofuranosyl bromide), ( 12β ). Starting materials: CN(C)[SiH](N(C)C)N(C)C, C#C. The product is CC[Si](N(C)C)(N(C)C)N(C)C. RXN SMILES: [CH3:1][N:2]([CH3:3])[SiH:4]([N:5]([CH3:6])[CH3:7])[N:8]([CH3:9])[CH3:10].[CH:11]#[CH:12]>>[CH3:1][N:2]([CH3:3])[Si:4]([N:5]([CH3:6])[CH3:7])([N:8]([CH3:9])[CH3:10])[CH2:11][CH3:12]. Starting materials: CC1(CSSC1)C(=O)O (4-methyl-1,2-dithiolane-4-carboxylic Acid), C(C)NCC (diethylamine), C(C)(C)N(CC)C(C)C (diisopropylethylamine), C(C(=O)Cl)(=O)Cl (oxalyl chloride). Solvent: CCCCCCC.CCOC(=O)C (heptane EtOAc), ClCCl (dichloromethane), CN(C)C=O (DMF), ClCCl (dichloromethane), ClCCl (dichloromethane). Run at temperature 0 celsius. Product: C(C)N(C(=O)C1(CSSC1)C)CC (N,N-diethyl-4-methyl-1,2-dithiolane-4-carboxamide), oil. Isolated yield 48.0%. Reaction SMILES: [CH3:1][C:2]1([C:7]([OH:9])=O)[CH2:6][S:5][S:4][CH2:3]1.C(Cl)(=O)C(Cl)=O.[CH2:16]([NH:18][CH2:19][CH3:20])[CH3:17].C(N(C(C)C)CC)(C)C>ClCCl.CCCCCCC.CCOC(C)=O.CN(C=O)C>[CH2:16]([N:18]([CH2:19][CH3:20])[C:7]([C:2]1([CH3:1])[CH2:6][S:5][S:4][CH2:3]1)=[O:9])[CH3:17] |f:5.6|. Procedure details: 5 ml of anhydrous dichloromethane and 0.1 ml of anhydrous DMF are added to 2.26 mmol of Compound 1. The mixture is cooled to 0° C. and 2.7 mmol of oxalyl chloride are added. The mixture is stirred at 20° C. and then added at 0° C. to a mixture of 2.26 mmol of diethylamine, 5 ml of anhydrous dichloromethane and 6.8 mmol of diisopropylethylamine. The reaction medium is stirred for 3 hours at 20° C. When the reaction is complete, the medium is diluted in 50 ml of dichloromethane and then washed wit...